From a dataset of the Open Reaction Database (ORD), a public repository of structured organic reaction records. describe an organic reaction: reactants, conditions, products, and yield Starting materials: Cl.CN(C(CC1C=2N(CCN1)N=C(N2)C(F)(F)F)=O)C (8-[2-(dimethylamino)-2-oxoethyl]-2-(trifluoromethyl)-5,6,7,8-tetrahydro[1,2,4]triazolo[1,5-α]pyrazine, hydrochloride), C(C)(C)(C)OC(=O)N[C@@H](CC(=O)O)CC1=C(C=C(C(=C1)F)F)F ((3R)-3-[(tert-butoxycarbonyl)amino]-4-(2,4,5-trifluorophenyl)butanoic acid). The product is C(C)(C)(C)OC(=O)N[C@@H](CC(=O)N1C(C=2N(CC1)N=C(N2)C(F)(F)F)CC(=O)N(C)C)CC2=C(C=C(C(=C2)F)F)F (7-[(3R)-3-[(tert-Butoxycarbonyl)amino]-4-(2,4,5-trifluorophenyl)butanoyl]-8-[2-(dimethylamino)-2-oxoethyl]-2-(trifluoromethyl)-5,6,7,8-tetrahydro[1,2,4]triazolo[1,5-α]pyrazine). Reaction SMILES: Cl.[CH3:2][N:3]([CH3:20])[C:4](=[O:19])[CH2:5][CH:6]1[NH:11][CH2:10][CH2:9][N:8]2[N:12]=[C:13]([C:15]([F:18])([F:17])[F:16])[N:14]=[C:7]12.[C:21]([O:25][C:26]([NH:28][C@H:29]([CH2:34][C:35]1[CH:40]=[C:39]([F:41])[C:38]([F:42])=[CH:37][C:36]=1[F:43])[CH2:30][C:31](O)=[O:32])=[O:27])([CH3:24])([CH3:23])[CH3:22]>>[C:21]([O:25][C:26]([NH:28][C@H:29]([CH2:34][C:35]1[CH:40]=[C:39]([F:41])[C:38]([F:42])=[CH:37][C:36]=1[F:43])[CH2:30][C:31]([N:11]1[CH2:10][CH2:9][N:8]2[N:12]=[C:13]([C:15]([F:17])([F:16])[F:18])[N:14]=[C:7]2[CH:6]1[CH2:5][C:4]([N:3]([CH3:2])[CH3:20])=[O:19])=[O:32])=[O:27])([CH3:24])([CH3:22])[CH3:23] |f:0.1|. Procedure details: A 200 mg portion of 8-[2-(dimethylamino)-2-oxoethyl]-2-(trifluoromethyl)-5,6,7,8-tetrahydro[1,2,4]triazolo[1,5-α]pyrazine, hydrochloride was coupled to (3R)-3-[(tert-butoxycarbonyl)amino]-4-(2,4,5-trifluorophenyl)butanoic acid essentially following the procedure outlined in Example 2, Step D. Purification by preparative TLC (silica gel, 10% methanol/dichloromethane) followed by HPLC (AD chiral pak column, 15% isopropanol/heptane) separated the first and last eluting diastereomers. LC/MS 593 (M+1...